From a dataset of the Open Reaction Database (ORD), a public repository of structured organic reaction records. describe an organic reaction: reactants, conditions, products, and yield Starting materials: O=C1N(C(C2=CC=CC=C12)=O)[C@@H](CCC(=O)O)C(N1NCCC[C@H]1C(NCCC1=CC=CC=C1)=O)=O ((S)-4-(1,3-dioxo-1,3-dihydro-isoindol-2-yl)-5-oxo-5-((S)-6-phenethylcarbamoyl-tetrahydro-pyridazin-1-yl)-pentanoic acid), CN1CCOCC1 (N-methylmorpholine), P(Cl)(Cl)(Cl)(Cl)Cl (PCl5). Solvent: C1CCOC1 (THF). Reaction conditions: temperature 0 celsius, time 3 hour. Yields the product C(CC1=CC=CC=C1)NC(=O)[C@@H]1CCCN2N1C([C@H](CCC2=O)N2C(C1=CC=CC=C1C2=O)=O)=O ((1S,9S)-9-(1,3-dioxo-1,3-dihydro-isoindol-2-yl)-6,10-dioxo-octahydro-pyridazino[1,2-a][1,2]diazepine-1-carboxylic acid phenethyl-amide). Isolated yield 43.6%. RXN SMILES: [O:1]=[C:2]1[C:10]2[C:5](=[CH:6][CH:7]=[CH:8][CH:9]=2)[C:4](=[O:11])[N:3]1[C@H:12]([C:18](=[O:36])[N:19]1[C@H:24]([C:25](=[O:35])[NH:26][CH2:27][CH2:28][C:29]2[CH:34]=[CH:33][CH:32]=[CH:31][CH:30]=2)[CH2:23][CH2:22][CH2:21][NH:20]1)[CH2:13][CH2:14][C:15](O)=[O:16].CN1CCOCC1.P(Cl)(Cl)(Cl)(Cl)Cl>C1COCC1>[CH2:27]([NH:26][C:25]([C@H:24]1[N:19]2[C:18](=[O:36])[C@@H:12]([N:3]3[C:4](=[O:11])[C:5]4[C:10](=[CH:9][CH:8]=[CH:7][CH:6]=4)[C:2]3=[O:1])[CH2:13][CH2:14][C:15](=[O:16])[N:20]2[CH2:21][CH2:22][CH2:23]1)=[O:35])[CH2:28][C:29]1[CH:30]=[CH:31][CH:32]=[CH:33][CH:34]=1. Procedure details: To a solution of (S)-4-(1,3-dioxo-1,3-dihydro-isoindol-2-yl)-5-oxo-5-((S)-6-phenethylcarbamoyl-tetrahydro-pyridazin-1-yl)-pentanoic acid (0.74 g, 1.5 mmol) and N-methylmorpholine (0.6 g, 6.0 mmol) in THF (20 mL) at 0° C., is added PCl5 (470 mg, 2.25 mmol) in one portion. After stirring at 0° C. for 3 hours, the reaction mixture is concentrated and purified by chromatography (CH2Cl2/MeOH:97/3) to yield (1S,9S)-9-(1,3-dioxo-1,3-dihydro-isoindol-2-yl)-6,10-dioxo-octahydro-pyridazino[1,2-a][1,2]diaz... Starting materials: BrB(Br)Br, COc1ccc(-c2nc(N(CCO)CCO)sc2Cc2ccccc2)cc1, ClCCl. Yields the product OCCN(CCO)c1nc(-c2ccc(O)cc2)c(Cc2ccccc2)s1. Reaction SMILES: [B:28]([Br:29])([Br:30])[Br:31].[CH2:1]([c:2]1[cH:3][cH:4][cH:5][cH:6][cH:7]1)[c:8]1[c:9](-[c:20]2[cH:21][cH:22][c:23]([O:26][CH3:27])[cH:24][cH:25]2)[n:10][c:11]([N:13]([CH2:14][CH2:15][OH:16])[CH2:17][CH2:18][OH:19])[s:12]1.[Cl:32][CH2:33][Cl:34]>>[CH2:1]([c:2]1[cH:3][cH:4][cH:5][cH:6][cH:7]1)[c:8]1[c:9](-[c:20]2[cH:21][cH:22][c:23]([OH:26])[cH:24][cH:25]2)[n:10][c:11]([N:13]([CH2:14][CH2:15][OH:16])[CH2:17][CH2:18][OH:19])[s:12]1.